Dataset: the Open Reaction Database (ORD), a public repository of structured organic reaction records. Task: describe an organic reaction: reactants, conditions, products, and yield Reactants: CCOC(=O)c1cc2cc(C(CC)(CC)c3ccc(OCC(=O)C(C)(C)C)c(C)c3)ccc2s1, OCCO. The product is CCOC(=O)c1cc2cc(C(CC)(CC)c3ccc(OCC4(C(C)(C)C)OCCO4)c(C)c3)ccc2s1. RXN SMILES: [CH2:1]([CH3:2])[O:3][C:4](=[O:5])[c:6]1[cH:7][c:8]2[c:9]([s:10]1)[cH:11][cH:12][c:13]([C:15]([CH2:16][CH3:17])([CH2:18][CH3:19])[c:20]1[cH:21][c:22]([CH3:34])[c:23]([O:26][CH2:27][C:28]([C:29]([CH3:30])([CH3:31])[CH3:32])=[O:33])[cH:24][cH:25]1)[cH:14]2.[OH:35][CH2:36][CH2:37][OH:38]>>[CH2:1]([CH3:2])[O:3][C:4](=[O:5])[c:6]1[cH:7][c:8]2[c:9]([s:10]1)[cH:11][cH:12][c:13]([C:15]([CH2:16][CH3:17])([CH2:18][CH3:19])[c:20]1[cH:21][c:22]([CH3:34])[c:23]([O:26][CH2:27][C:28]3([C:29]([CH3:30])([CH3:31])[CH3:32])[O:33][CH2:37][CH2:36][O:35]3)[cH:24][cH:25]1)[cH:14]2. Reactants: FC(C1=CC=C2C(=CC=NC2=C1)NC1=CC=C(C=C1)S(=O)(=O)N1CCNCC1)(F)F ([[4-[(7-trifluoromethyl-4-quinolinyl)amino]-phenyl]sulfonyl]piperazine), FC(C=1C=C(C=CC1)N=C=O)(F)F (m-trifluoromethylphenyl isocyanate). The solvent is C(Cl)Cl (methylene chloride), C(Cl)Cl (methylene chloride). Run at time 3 hour. The product is FC(C=1C=C(C=CC1)NC(=O)N1CCN(CC1)S(=O)(=O)C1=CC=C(C=C1)NC1=CC=NC2=CC(=CC=C12)C(F)(F)F)(F)F (1[[(m-Trifluoromethylphenyl)amino]carbonyl]-4-[[4-[[7-(trifluoromethyl)-4-quinolinyl]amino]phenyl]sulfonyl]piperazine). Reaction SMILES: [F:1][C:2]([F:30])([F:29])[C:3]1[CH:12]=[C:11]2[C:6]([C:7]([NH:13][C:14]3[CH:19]=[CH:18][C:17]([S:20]([N:23]4[CH2:28][CH2:27][NH:26][CH2:25][CH2:24]4)(=[O:22])=[O:21])=[CH:16][CH:15]=3)=[CH:8][CH:9]=[N:10]2)=[CH:5][CH:4]=1.[F:31][C:32]([F:43])([F:42])[C:33]1[CH:34]=[C:35]([N:39]=[C:40]=[O:41])[CH:36]=[CH:37][CH:38]=1>C(Cl)Cl>[F:31][C:32]([F:42])([F:43])[C:33]1[CH:34]=[C:35]([NH:39][C:40]([N:26]2[CH2:25][CH2:24][N:23]([S:20]([C:17]3[CH:16]=[CH:15][C:14]([NH:13][C:7]4[C:6]5[C:11](=[CH:12][C:3]([C:2]([F:29])([F:1])[F:30])=[CH:4][CH:5]=5)[N:10]=[CH:9][CH:8]=4)=[CH:19][CH:18]=3)(=[O:22])=[O:21])[CH2:28][CH2:27]2)=[O:41])[CH:36]=[CH:37][CH:38]=1. Procedure details: To [[4-[(7-trifluoromethyl-4-quinolinyl)amino]-phenyl]sulfonyl]piperazine (prepared in Example 9, part D) in methylene chloride is added dropwise, at room temperature, m-trifluoromethylphenyl isocyanate in methylene chloride solution. The reaction is conducted in an atmosphere of nitrogen at room temperature for 1-5 hours. 1[[(m-Trifluoromethylphenyl)amino]carbonyl]-4-[[4-[[7-(trifluoromethyl)-4-quinolinyl]amino]phenyl]sulfonyl]piperazine is isolated by conventional methods, e.g., filtration, ch... Starting materials: C(=O)([O-])[O-].[K+].[K+] (K2CO3), CI (CH3I), C(C)(C)(C)OC(=O)N1CCN(CC1)C(C1=C(C=CC=C1)C(=O)O)=O (4-(2-carboxy-benzoyl)-piperazine-1-carboxylic acid tert-butyl ester). Solvent: CN(C)C=O (DMF), O (water). Reaction conditions: time 2 hour. The product is C(C)(C)(C)OC(=O)N1CCN(CC1)C(C1=C(C=CC=C1)C(=O)OC)=O (4-(2-methoxycarbonyl-benzoyl)-piperazine-1-carboxylic acid tert-butyl ester). Isolated yield 101.8%. As a reaction SMILES: [C:1]([O-])([O-])=O.[K+].[K+].CI.[C:9]([O:13][C:14]([N:16]1[CH2:21][CH2:20][N:19]([C:22](=[O:32])[C:23]2[CH:28]=[CH:27][CH:26]=[CH:25][C:24]=2[C:29]([OH:31])=[O:30])[CH2:18][CH2:17]1)=[O:15])([CH3:12])([CH3:11])[CH3:10]>CN(C=O)C.O>[C:9]([O:13][C:14]([N:16]1[CH2:17][CH2:18][N:19]([C:22](=[O:32])[C:23]2[CH:28]=[CH:27][CH:26]=[CH:25][C:24]=2[C:29]([O:31][CH3:1])=[O:30])[CH2:20][CH2:21]1)=[O:15])([CH3:12])([CH3:10])[CH3:11] |f:0.1.2|. Procedure: K2CO3 (383 mg, 2.8 mmol) and CH3I (236 mg, 1.66 mmol) were added, with vigorous stirring, to a solution of 4-(2-carboxy-benzoyl)-piperazine-1-carboxylic acid tert-butyl ester (371 mg, 1.1 mmol) in DMF (5 mL) and the resulting mixture was stirred at room temperature for 2 hours. The mixture was then diluted with cold water and the product extracted with ethyl acetate. The organic layer was washed with saturated brine solution, dried over sodium sulphate and concentrated under reduced pressure to ... Starting materials: CC(C)([O-])C.[K+] (potassium t-butoxide), C(C)(C)(C)OC(=O)NC1CCCCCC=CC2CC2(NC(C2CC(CN2C1=O)O)=O)C(=O)O (14-tert-butoxycarbonylamino-18-hydroxy-2,15-dioxo-3,16-diaza-tricyclo[14.3.0.04,6]nonadec-7-ene-4-carboxylic acid), FC1=NC=CC=C1 (2-fluoro-pyridine). The solvent is CS(=O)C (DMSO). Reaction conditions: time 5 minute. Product: C(C)(C)(C)OC(=O)NC1CCCCCC=CC2CC2(NC(C2CC(CN2C1=O)OC1=NC=CC=C1)=O)C(=O)O (14-tert-butoxycarbonylamino-2,15-dioxo-18-(pyridin-2-yloxy)-3,16-diaza-tricyclo[14.3.0.04,6]nonadec-7-ene-4-carboxylic acid). Yield: 57.6%. Reaction SMILES: [C:1]([O:5][C:6]([NH:8][CH:9]1[C:27](=[O:28])[N:26]2[CH:22]([CH2:23][CH:24]([OH:29])[CH2:25]2)[C:21](=[O:30])[NH:20][C:19]2([C:31]([OH:33])=[O:32])[CH:17]([CH2:18]2)[CH:16]=[CH:15][CH2:14][CH2:13][CH2:12][CH2:11][CH2:10]1)=[O:7])([CH3:4])([CH3:3])[CH3:2].CC(C)([O-])C.[K+].F[C:41]1[CH:46]=[CH:45][CH:44]=[CH:43][N:42]=1>CS(C)=O>[C:1]([O:5][C:6]([NH:8][CH:9]1[C:27](=[O:28])[N:26]2[CH:22]([CH2:23][CH:24]([O:29][C:41]3[CH:46]=[CH:45][CH:44]=[CH:43][N:42]=3)[CH2:25]2)[C:21](=[O:30])[NH:20][C:19]2([C:31]([OH:33])=[O:32])[CH:17]([CH2:18]2)[CH:16]=[CH:15][CH2:14][CH2:13][CH2:12][CH2:11][CH2:10]1)=[O:7])([CH3:4])([CH3:2])[CH3:3] |f:1.2|. Reported procedure: To a mixture of (14-tert-butoxycarbonylamino-18-hydroxy-2,15-dioxo-3,16-diaza-tricyclo[14.3.0.04,6]nonadec-7-ene-4-carboxylic acid (150 mg, 0.32 mmol; prepared in Ex. 25, step 4) in 3 mL of DMSO was added potassium t-butoxide (91 mg, 0.81 mmol). The mixture was stirred at rt for 5 min, and then 2-fluoro-pyridine (39 mg, 0.40 mmoL) was added and the mixture was stirred at rt overnight. The reaction was quenched by adding 10 mL of water, and then the pH was adjusted to 4 using 0.1 N HCL. It was th... Starting materials: C(C)(C)(C)C1=CC(=C(C=C1Cl)C=1N([C@@H]([C@@H](N1)C1=CC=C(C=C1)Cl)C1=CC=C(C=C1)Cl)C(=O)Cl)OCC ((4S,5R)-2-(4-tert-butyl-5-chloro-2-ethoxy-phenyl)-4,5-bis-(4-chloro-phenyl)-4,5-dihydro-imidazole-1-carbonyl chloride), CN(C(CN1CCNCC1)=O)C (N,N-dimethyl-2-piperazin-1-yl-acetamide). Product: Cl.C(C)(C)(C)C1=CC(=C(C=C1Cl)C=1N([C@@H]([C@@H](N1)C1=CC=C(C=C1)Cl)C1=CC=C(C=C1)Cl)C(=O)N1CCN(CC1)CC(=O)N(C)C)OCC (2-{4-[(4S,5R)-2-(4-tert-Butyl-5-chloro-2-ethoxy-phenyl)-4,5-bis-(4-chloro-phenyl)-4,5-dihydro-imidazole-1-carbonyl]-piperazin-1-yl}-N,N-dimethyl-acetamide hydrochloride). RXN SMILES: [C:1]([C:5]1[C:10]([Cl:11])=[CH:9][C:8]([C:12]2[N:13]([C:31](Cl)=[O:32])[C@H:14]([C:24]3[CH:29]=[CH:28][C:27]([Cl:30])=[CH:26][CH:25]=3)[C@H:15]([C:17]3[CH:22]=[CH:21][C:20]([Cl:23])=[CH:19][CH:18]=3)[N:16]=2)=[C:7]([O:34][CH2:35][CH3:36])[CH:6]=1)([CH3:4])([CH3:3])[CH3:2].[CH3:37][N:38]([CH3:48])[C:39](=[O:47])[CH2:40][N:41]1[CH2:46][CH2:45][NH:44][CH2:43][CH2:42]1>>[ClH:11].[C:1]([C:5]1[C:10]([Cl:11])=[CH:9][C:8]([C:12]2[N:13]([C:31]([N:44]3[CH2:43][CH2:42][N:41]([CH2:40][C:39]([N:38]([CH3:48])[CH3:37])=[O:47])[CH2:46][CH2:45]3)=[O:32])[C@H:14]([C:24]3[CH:25]=[CH:26][C:27]([Cl:30])=[CH:28][CH:29]=3)[C@H:15]([C:17]3[CH:18]=[CH:19][C:20]([Cl:23])=[CH:21][CH:22]=3)[N:16]=2)=[C:7]([O:34][CH2:35][CH3:36])[CH:6]=1)([CH3:3])([CH3:2])[CH3:4] |f:2.3|. Reported procedure: 2-{4-[(4S,5R)-2-(4-tert-Butyl-5-chloro-2-ethoxy-phenyl)-4,5-bis-(4-chloro-phenyl)-4,5-dihydro-imidazole-1-carbonyl]-piperazin-1-yl}-N,N-dimethyl-acetamide hydrochloride was prepared from (4S,5R)-2-(4-tert-butyl-5-chloro-2-ethoxy-phenyl)-4,5-bis-(4-chloro-phenyl)-4,5-dihydro-imidazole-1-carbonyl chloride (example 12h) and N,N-dimethyl-2-piperazin-1-yl-acetamide (Oakwood Products) in an analogous manner as described in example 25. LR-MS: 698.4 [(M+H)+] The reactants are C(C1=CC(=CC=C1)OC)=O (m-anisaldehyde), C(#N)[BH3-].[Na+] (sodium cyanoborohydride), COC=1C=C(CN2CCC(CC2)N2C(NC3=CC=CC=C3C2C2=CC(=CC=C2)OCC2=CC=CC=C2)=O)C=CC1 (3-[1-(3-methoxybenzyl)piperidin-4-yl]-4-(3-benzyloxyphenyl)-3,4-dihydro-2(1H)-quinazolinone), C(=O)[O-].[NH4+] (ammonium formate), 10. The reagents and catalysts are [C].[Pd] (palladium-carbon). The solvent is CO (methanol). Reaction conditions: time 12 hour. The product is COC=1C=C(CN2CCC(CC2)N2C(NC3=CC=CC=C3C2C2=CC(=CC=C2)O)=O)C=CC1 (3-[1-(3-methoxybenzyl)piperidin-4-yl]-4-(3-hydroxyphenyl)-3,4-dihydro-2(1H)-quinazolinone). The yield is 75.0%. RXN SMILES: [CH3:1][O:2][C:3]1[CH:4]=[C:5]([CH:38]=[CH:39][CH:40]=1)[CH2:6][N:7]1[CH2:12][CH2:11][CH:10]([N:13]2[CH:22]([C:23]3[CH:28]=[CH:27][CH:26]=[C:25]([O:29]CC4C=CC=CC=4)[CH:24]=3)[C:21]3[C:16](=[CH:17][CH:18]=[CH:19][CH:20]=3)[NH:15][C:14]2=[O:37])[CH2:9][CH2:8]1.C([O-])=O.[NH4+].C(=O)C1C=CC=C(OC)C=1.C([BH3-])#N.[Na+]>CO.[C].[Pd]>[CH3:1][O:2][C:3]1[CH:4]=[C:5]([CH:38]=[CH:39][CH:40]=1)[CH2:6][N:7]1[CH2:12][CH2:11][CH:10]([N:13]2[CH:22]([C:23]3[CH:28]=[CH:27][CH:26]=[C:25]([OH:29])[CH:24]=3)[C:21]3[C:16](=[CH:17][CH:18]=[CH:19][CH:20]=3)[NH:15][C:14]2=[O:37])[CH2:9][CH2:8]1 |f:1.2,4.5,7.8|. Reported procedure: To a solution of 1.3 g (2.44 mmol) of 3-[1-(3-methoxybenzyl)piperidin-4-yl]-4-(3-benzyloxyphenyl)-3,4-dihydro-2(1H)-quinazolinone in 100 mL of methanol were added 504 mg (8 mmol) of ammonium formate and 50 mg of 10 palladium-carbon, and the mixture was heated under reflux for 8 hours. After being cooled, the reaction mixture was filtered through cerite, and the filtrate was concentrated in vacuo. The residue was dissolved in 50 mL of methanol, and 1.33 g (9.76 mmol) of m-anisaldehyde and 613 mg ... Reactants: CN(C)C=O (DMF), [Li]CCCC (n-BuLi), hexanes, FC1=C(C=CC(=C1C)F)Br (2,4-difluoro-3-methylbromobenzene). Run in C1CCOC1 (THF). Conditions: temperature -78 celsius. Product: FC1=C(C=O)C=CC(=C1C)F (2,4-difluoro-3-methyl-benzaldehyde). Reaction SMILES: [F:1][C:2]1[C:7]([CH3:8])=[C:6]([F:9])[CH:5]=[CH:4][C:3]=1Br.[Li]CCCC.CN([CH:19]=[O:20])C>C1COCC1>[F:1][C:2]1[C:7]([CH3:8])=[C:6]([F:9])[CH:5]=[CH:4][C:3]=1[CH:19]=[O:20]. Reported procedure: A cooled (−78° C.) solution of 2,4-difluoro-3-methylbromobenzene (2.000 g; 9.661 mmol) in anhydrous THF (36 ml) was treated dropwise (over 10 min.) with a solution of 1.6M n-BuLi in hexanes (6.04 ml; 9.661 mmol) while maintaining the temperature below −70° C. This mixture was further stirred at −78° C. for 2 min. before anhydrous DMF (1.49 ml; 19.326 mmol) was added dropwise (over 10 min.) while maintaining the temperature below −70° C. After completion of the addition, the resulting light brown... Starting materials: [Li]CCCC, CN(C)CCC1Sc2ccccc2Sc2ccccc21, CN(C)CCCCl, CCCCCC. RXN SMILES: [CH2:21]([Li:22])[CH2:23][CH2:24][CH3:25].[CH3:1][N:2]([CH3:3])[CH2:20][CH2:4][CH:5]1[c:6]2[c:7]([cH:16][cH:17][cH:18][cH:19]2)[S:8][c:9]2[c:10]([cH:12][cH:13][cH:14][cH:15]2)[S:11]1.[CH3:26][N:27]([CH2:28][CH2:29][CH2:30][Cl:31])[CH3:32].[CH3:33][CH2:34][CH2:35][CH2:36][CH2:37][CH3:38]>>[CH2:4]([CH:5]1[c:6]2[c:7]([cH:16][cH:17][cH:18][cH:19]2)[S:8][c:9]2[c:10]([cH:12][cH:13][cH:14][cH:15]2)[S:11]1)[CH2:29][CH2:28][N:27]([CH3:26])[CH3:32]. Product: CN(C)CCCC1Sc2ccccc2Sc2ccccc21. The reactants are [N+](=O)([O-])C1=CC=C(C=C1)C(C)O ((+)-1-(4-nitrophenyl)ethanol), CC(=O)C1=CC=C(C=C1)[N+](=O)[O-] (4-nitroacetophenone), [N+](=O)([O-])C1=CC=C(C=C1)[C@@H](C)O ((R)-1-(4-nitrophenyl)ethanol). Conditions: time 4 day. Yields the product [N+](=O)([O-])C1=CC=C(C=C1)[C@H](C)O ((S)-1-(4-nitrophenyl)ethanol). Yield: 45.0%. As a reaction SMILES: [N+:1]([C:4]1[CH:9]=[CH:8][C:7]([CH:10]([OH:12])[CH3:11])=[CH:6][CH:5]=1)([O-:3])=[O:2].CC(C1C=CC([N+]([O-])=O)=CC=1)=O.[N+](C1C=CC([C@H](O)C)=CC=1)([O-])=O>>[N+:1]([C:4]1[CH:5]=[CH:6][C:7]([C@@H:10]([OH:12])[CH3:11])=[CH:8][CH:9]=1)([O-:3])=[O:2]. Procedure: As shown here, the biochemical conversion reaction of immobilized soy bean protein for the substrate (+)-1-(4-nitrophenyl)ethanol (200 mg) requires 4 days by going through bioconversion to 4-nitroacetophenone accompanying sterically selective oxidation of (R)-1-(4-nitrophenyl)ethanol to obtain 90 mg of (S)-1-(4-nitrophenyl)ethanol at a yield of 45%. Optical purity was obtained at 99% e.e. Starting materials: CCOC(=O)c1nc(Br)c2c(c1O)c1ccccc1n2-c1ccccc1, CCOC(C)=O, CN(C)C=O, Cl[Pd]Cl, CCCC[Sn](CCCC)(CCCC)c1ccccc1, c1ccc(P(c2ccccc2)c2ccccc2)cc1, c1ccc(P(c2ccccc2)c2ccccc2)cc1. Product: CCOC(=O)c1nc(-c2ccccc2)c2c(c1O)c1ccccc1n2-c1ccccc1. As a reaction SMILES: [CH2:1]([CH3:2])[O:3][C:4](=[O:5])[c:6]1[n:7][c:8]([Br:26])[c:9]2[n:10](-[c:20]3[cH:21][cH:22][cH:23][cH:24][cH:25]3)[c:11]3[cH:12][cH:13][cH:14][cH:15][c:16]3[c:17]2[c:18]1[OH:19].[CH3:51][CH2:52][O:53][C:54]([CH3:55])=[O:56].[O:46]=[CH:47][N:48]([CH3:49])[CH3:50].[Pd:57]([Cl:58])[Cl:59].[c:27]1([Sn:33]([CH2:34][CH2:35][CH2:36][CH3:37])([CH2:38][CH2:39][CH2:40][CH3:41])[CH2:42][CH2:43][CH2:44][CH3:45])[cH:28][cH:29][cH:30][cH:31][cH:32]1.[c:60]1([P:61]([c:62]2[cH:63][cH:64][cH:65][cH:66][cH:67]2)[c:68]2[cH:69][cH:70][cH:71][cH:72][cH:73]2)[cH:74][cH:75][cH:76][cH:77][cH:78]1.[c:79]1([P:80]([c:81]2[cH:82][cH:83][cH:84][cH:85][cH:86]2)[c:87]2[cH:88][cH:89][cH:90][cH:91][cH:92]2)[cH:93][cH:94][cH:95][cH:96][cH:97]1>>[CH2:1]([CH3:2])[O:3][C:4](=[O:5])[c:6]1[n:7][c:8](-[c:27]2[cH:28][cH:29][cH:30][cH:31][cH:32]2)[c:9]2[n:10](-[c:20]3[cH:21][cH:22][cH:23][cH:24][cH:25]3)[c:11]3[cH:12][cH:13][cH:14][cH:15][c:16]3[c:17]2[c:18]1[OH:19].